From a dataset of the Open Reaction Database (ORD), a public repository of structured organic reaction records. describe an organic reaction: reactants, conditions, products, and yield Yields the product FC1=C(C=C(C(=O)O)C=C1)C (4-fluoro-3-methylbenzoic acid). Reactants: FC1=C(C=C(C=C1)[Mg]Br)C (4-fluoro-3-methylphenylmagnesium bromide), C(=O)=O (Dry Ice). Reported procedure: A solution of 4-fluoro-3-methylphenylmagnesium bromide in THF (1.0 M, 250 mL, 250 mmol) was added in a stream over 5 min to a mixture of Dry Ice (10 g) in dry THF (250 mL), and the reaction was allowed to warm to RT and concentrated. The residue was partitioned between water (500 mL) and ether (250 mL), and the layers were separated. The aqueous layer was washed with ether (2×250 mL) and acidified to pH 1 with concentrated hydrochloric acid. The resulting mixture was cooled in an ice bath and fi... Solvent: C1CCOC1 (THF), C1CCOC1 (THF). Isolated yield 67.0%. As a reaction SMILES: [F:1][C:2]1[CH:7]=[CH:6][C:5]([Mg]Br)=[CH:4][C:3]=1[CH3:10].[C:11](=[O:13])=[O:12]>C1COCC1>[F:1][C:2]1[CH:7]=[CH:6][C:5]([C:11]([OH:13])=[O:12])=[CH:4][C:3]=1[CH3:10]. Reactants: C(C)(=O)N1CCC(CC1)CN1C(=NC2=C1C=CC(=C2)S(=O)(=O)C2CN(C2)C(=O)OC(C)(C)C)CC(C)(C)C (tert-butyl 3-(1-((1-acetylpiperidin-4-yl)methyl)-2-neopentyl-1H-benzo[d]imidazol-5-ylsulfonyl)azetidine-1-carboxylate), FC(C(=O)O)(F)F (trifluoroacetic acid). Solvent: ClCCl (dichloromethane). Conditions: time 40 minute. The product is N1CC(C1)S(=O)(=O)C1=CC2=C(N(C(=N2)CC(C)(C)C)CC2CCN(CC2)C(C)=O)C=C1 (1-(4-((5-(azetidin-3-ylsulfonyl)-2-neopentyl-1H-benzo[d]imidazol-1-yl)methyl)piperidin-1-yl)ethanone). Reaction SMILES: [C:1]([N:4]1[CH2:9][CH2:8][CH:7]([CH2:10][N:11]2[C:15]3[CH:16]=[CH:17][C:18]([S:20]([CH:23]4[CH2:26][N:25](C(OC(C)(C)C)=O)[CH2:24]4)(=[O:22])=[O:21])=[CH:19][C:14]=3[N:13]=[C:12]2[CH2:34][C:35]([CH3:38])([CH3:37])[CH3:36])[CH2:6][CH2:5]1)(=[O:3])[CH3:2].FC(F)(F)C(O)=O>ClCCl>[NH:25]1[CH2:26][CH:23]([S:20]([C:18]2[CH:17]=[CH:16][C:15]3[N:11]([CH2:10][CH:7]4[CH2:8][CH2:9][N:4]([C:1](=[O:3])[CH3:2])[CH2:5][CH2:6]4)[C:12]([CH2:34][C:35]([CH3:38])([CH3:37])[CH3:36])=[N:13][C:14]=3[CH:19]=2)(=[O:22])=[O:21])[CH2:24]1. Procedure details: To a solution of tert-butyl 3-(1-((1-acetylpiperidin-4-yl)methyl)-2-neopentyl-1H-benzo[d]imidazol-5-ylsulfonyl)azetidine-1-carboxylate (STEP C, 220 mg, 0.402 mmol) in dichloromethane (2 mL) was added trifluoroacetic acid (1 mL) at room temperature. After stirring for 40 min, the mixture was concentrated. The residue was diluted with methanol (10 mL) and the solution was filtered through strong cationic exchange column (SCX). The column was washed with 1 mol/L ammonia in methanol (10 mL) to wash ... The reactants are saturated aqueous solution, C(=O)(O)[O-].[Na+] (NaHCO3), B(F)(F)F.CCOCC (boron trifluoride etherate), C(C)(=O)OC1OC(C2C1OC(C2)=O)COC(C2=CC=CC=C2)=O (6-Acetyloxy-4-(benzoyloxy)methylhexahydrofuro[3,4-b]furan-2-one), C1(=CC=CC=C1)S (thiophenol). The solvent is CCOC(=O)C (EtOAc), CCCCCC (hexane), CCOCC (ether), ClCCl (dichloromethane), C1(=CC=CC=C1)C (toluene), C(Cl)(Cl)Cl (CHCl3). Run at temperature -78 celsius, time 6.5 hour. Yields the product C(C1=CC=CC=C1)(=O)OCC1OC(C2OC(CC21)=O)SC2=CC=CC=C2 (4-(Benzoyloxy)methylhexahydro-6-phenylthiofuro[3,4-b]furan-2-one). The yield is 72.6%. Reaction SMILES: C(O[CH:5]1[CH:9]2[O:10][C:11](=[O:13])[CH2:12][CH:8]2[CH:7]([CH2:14][O:15][C:16](=[O:23])[C:17]2[CH:22]=[CH:21][CH:20]=[CH:19][CH:18]=2)[O:6]1)(=O)C.[C:24]1([SH:30])[CH:29]=[CH:28][CH:27]=[CH:26][CH:25]=1.B(F)(F)F.CCOCC.C([O-])(O)=O.[Na+]>C(Cl)(Cl)Cl.CCCCCC.CCOCC.CCOC(C)=O.ClCCl.C1(C)C=CC=CC=1>[C:16]([O:15][CH2:14][CH:7]1[CH:8]2[CH:9]([O:10][C:11](=[O:13])[CH2:12]2)[CH:5]([S:30][C:24]2[CH:29]=[CH:28][CH:27]=[CH:26][CH:25]=2)[O:6]1)(=[O:23])[C:17]1[CH:18]=[CH:19][CH:20]=[CH:21][CH:22]=1 |f:2.3,4.5|. Procedure details: To a suspension of 7 (35.7 g, 0.11 mol) and thiophenol (14.8 mL, 0.13 mol) in 220 mL of a 4:1 mixture of anhydrous toluene and dichloromethane at room temperature, boron trifluoride etherate (6.9 mL, 0.05 mol) was added dropwise. The resulting mixture was stirred at the same temperature for 6.5 h and then carefully poured into a biphasic mixture of 1000 mL of EtOAc and 100 mL of a saturated aqueous solution of NaHCO3 (sat. NaHCO3). The layers were separated and the organic layer was washed with ... Starting materials: CC(C)([O-])C.[K+] (Potassium tert-butoxide), CC1(C=2C=CC(=CC2C(CC1)(C)C)C(=O)C=1C=C(C(=O)OC)C=CC1)C (methyl 3-(5,5,8,8-tetramethyl-5,6,7,8-tetrahydro-2-naphthylcarbonyl)benzoate). The reagents and catalysts are [Br-].C[P+](C1=CC=CC=C1)(C1=CC=CC=C1)C1=CC=CC=C1 (methyltriphenylphosphonium bromide). Conditions: time 1 hour. Yields the product CC1(C=2C=CC(=CC2C(CC1)(C)C)C(=C)C=1C=C(C=CC1)C(=O)OC)C (Methyl 3-[1-(5,5,8,8-tetramethyl-5,6,7,8-tetrahydro-2-naphthyl)vinyl]phenylcarboxylate). As a reaction SMILES: [CH3:1]C(C)([O-])C.[K+].[CH3:7][C:8]1([CH3:32])[CH2:17][CH2:16][C:15]([CH3:19])([CH3:18])[C:14]2[CH:13]=[C:12]([C:20]([C:22]3[CH:23]=[C:24]([CH:29]=[CH:30][CH:31]=3)[C:25]([O:27][CH3:28])=[O:26])=O)[CH:11]=[CH:10][C:9]1=2>[Br-].C[P+](C1C=CC=CC=1)(C1C=CC=CC=1)C1C=CC=CC=1>[CH3:7][C:8]1([CH3:32])[CH2:17][CH2:16][C:15]([CH3:19])([CH3:18])[C:14]2[CH:13]=[C:12]([C:20]([C:22]3[CH:23]=[C:24]([C:25]([O:27][CH3:28])=[O:26])[CH:29]=[CH:30][CH:31]=3)=[CH2:1])[CH:11]=[CH:10][C:9]1=2 |f:0.1,3.4|. Reported procedure: Potassium tert-butoxide (3 g, 26.5 mmol) is added to a solution of methyl 3-(5,5,8,8-tetramethyl-5,6,7,8-tetrahydro-2-naphthylcarbonyl)benzoate (6.6 g, 18.9 mmol) and methyltriphenylphosphonium bromide (9.4 g, 26.3 mmol) in THP (60 ml). The mixture is stirred for 1 h at room temperature. The solution is extracted with ethyl acetate. After separation of the phases by settling, the organic phase is washed twice with 40 ml of water, dried over anhydrous magnesium sulphate and concentrated on a rota... Reactants: CCOC(=O)c1ccc(Cl)nc1Cl, NC1CCCCC1. Product: CCOC(=O)c1ccc(Cl)nc1NC1CCCCC1. Reaction SMILES: [Cl:1][c:2]1[c:3]([C:4](=[O:5])[O:6][CH2:7][CH3:8])[cH:9][cH:10][c:11]([Cl:13])[n:12]1.[NH2:14][CH:15]1[CH2:16][CH2:17][CH2:18][CH2:19][CH2:20]1>>[c:2]1([NH:14][CH:15]2[CH2:16][CH2:17][CH2:18][CH2:19][CH2:20]2)[c:3]([C:4](=[O:5])[O:6][CH2:7][CH3:8])[cH:9][cH:10][c:11]([Cl:13])[n:12]1.